From a dataset of the Open Reaction Database (ORD), a public repository of structured organic reaction records. describe an organic reaction: reactants, conditions, products, and yield The reactants are N1=CN(C2=NC=CC=C21)C2=CC=C(C(=O)OCC)C=C2 (ethyl 4-(imidazo[4,5-b]pyridin-3-yl)benzoate), Cl.COC1=CC=C(C=C1)C(=O)C1CCNCC1 ((4-methoxyphenyl)(piperidin-4-yl)methanone hydrochloride). Yields the product N1=CN(C2=NC=CC=C21)C2=CC=C(C=C2)C(=O)N2CCC(CC2)C(C2=CC=C(C=C2)OC)=O ([4-(imidazo[4,5-b]pyridin-3-yl)phenyl][4-(4-methoxybenzoyl)piperidin-1-yl]methanone). Isolated yield 66.6%. As a reaction SMILES: [N:1]1[C:9]2[C:4](=[N:5][CH:6]=[CH:7][CH:8]=2)[N:3]([C:10]2[CH:20]=[CH:19][C:13]([C:14]([O:16]CC)=O)=[CH:12][CH:11]=2)[CH:2]=1.Cl.[CH3:22][O:23][C:24]1[CH:29]=[CH:28][C:27]([C:30]([CH:32]2[CH2:37][CH2:36][NH:35][CH2:34][CH2:33]2)=[O:31])=[CH:26][CH:25]=1>>[N:1]1[C:9]2[C:4](=[N:5][CH:6]=[CH:7][CH:8]=2)[N:3]([C:10]2[CH:11]=[CH:12][C:13]([C:14]([N:35]3[CH2:36][CH2:37][CH:32]([C:30](=[O:31])[C:27]4[CH:26]=[CH:25][C:24]([O:23][CH3:22])=[CH:29][CH:28]=4)[CH2:33][CH2:34]3)=[O:16])=[CH:19][CH:20]=2)[CH:2]=1 |f:1.2|. Procedure: Using ethyl 4-(imidazo[4,5-b]pyridin-3-yl)benzoate (300 mg) described in Preparation Example 77 and (4-methoxyphenyl)(piperidin-4-yl)methanone hydrochloride (287 mg) and by the reaction and treatment in the same manner as in Example 170, the title compound (329 mg) was obtained.